From a dataset of the Open Reaction Database (ORD), a public repository of structured organic reaction records. describe an organic reaction: reactants, conditions, products, and yield The reactants are CCC1(CC)c2cc(O)ccc2CC2C1N2C(=O)OC(C)(C)C, CO. The product is CCC1(CC)c2cc(O)ccc2CC(OC)C1NC(=O)OC(C)(C)C. As a reaction SMILES: [C:1]([CH3:2])([CH3:3])([CH3:4])[O:5][C:6](=[O:7])[N:8]1[CH:9]2[C:10]([CH2:20][CH3:21])([CH2:22][CH3:23])[c:11]3[cH:12][c:13]([OH:19])[cH:14][cH:15][c:16]3[CH2:17][CH:18]12.[CH3:24][OH:25]>>[C:1]([CH3:2])([CH3:3])([CH3:4])[O:5][C:6](=[O:7])[NH:8][CH:9]1[C:10]([CH2:20][CH3:21])([CH2:22][CH3:23])[c:11]2[cH:12][c:13]([OH:19])[cH:14][cH:15][c:16]2[CH2:17][CH:18]1[O:25][CH3:24]. Starting materials: Cl (hydrochloric acid), C(C1=CC=CC=C1)N1CCC(CC1)C(N)=O (1-benzyl-4-carbamoylpiperidine), solution. Run in O1CCCC1 (tetrahydrofuran), O1CCCC1 (tetrahydrofuran). Reaction conditions: time 8 hour. The product is C(C1=CC=CC=C1)N1CCC(CC1)CN ((1-benzylpiperidin-4-yl)methylamine). Isolated yield 59.8%. As a reaction SMILES: [CH2:1]([N:8]1[CH2:13][CH2:12][CH:11]([C:14](=O)[NH2:15])[CH2:10][CH2:9]1)[C:2]1[CH:7]=[CH:6][CH:5]=[CH:4][CH:3]=1.Cl>O1CCCC1>[CH2:1]([N:8]1[CH2:13][CH2:12][CH:11]([CH2:14][NH2:15])[CH2:10][CH2:9]1)[C:2]1[CH:7]=[CH:6][CH:5]=[CH:4][CH:3]=1. Procedure: A solution of 1-benzyl-4-carbamoylpiperidine (2.5 g) in tetrahydrofuran (10 ml) was added dropwise to 1N solution of diborane-tetrahydrofuran complex in tetrahydrofuran (34.3 ml) at 0° C. and then the mixture was refluxed for 3 hours. After cooling to room temperature, 6N hydrochloric acid (10 ml) was added thereto. The mixture was stirred overnight and concentrated in vacuo. The residue was dissolved in ethyl acetate and made basic with 5N sodium hydroxide. The separated organic layer was washe... Reactants: N[C@H](C(C(=O)O)O)C1=CC=CC=C1 ((2RS,3S)-3-Amino-2-hydroxy-3-phenylpropionic acid), OS(=O)(=O)O (H2SO4), [OH-].[Na+] (NaOH), C(=O)(O)[O-].[Na+] (NaHCO3), C(C1=CC=CC=C1)(=O)Cl (benzoylchloride). Solvent: CO (methanol). Reaction conditions: time 2 hour. Product: COC([C@@H]([C@H](C1=CC=CC=C1)NC(C1=CC=CC=C1)=O)O)=O ((2R,3S)-N-Benzoyl-3-amino-2-hydroxy-3-phenylpropionic acid methyl ester). RXN SMILES: [NH2:1][C@@H:2]([C:8]1[CH:13]=[CH:12][CH:11]=[CH:10][CH:9]=1)[CH:3]([OH:7])[C:4]([OH:6])=[O:5].OS(O)(=O)=O.[OH-].[Na+].[C:21]([O-])(O)=O.[Na+].[C:26](Cl)(=[O:33])[C:27]1[CH:32]=[CH:31][CH:30]=[CH:29][CH:28]=1>CO>[CH3:21][O:5][C:4](=[O:6])[C@H:3]([OH:7])[C@@H:2]([NH:1][C:26](=[O:33])[C:27]1[CH:32]=[CH:31][CH:30]=[CH:29][CH:28]=1)[C:8]1[CH:13]=[CH:12][CH:11]=[CH:10][CH:9]=1 |f:2.3,4.5|. Procedure details: To a suspension of 15.0 g (55.5 mmol, thus only 67%) (2RS,3S)-2-Amino-3-hydroxy-2-phenylpropionic acid (from Example 3) in 250 ml methanol one carefully adds dropwise at room temperature 5 ml of concentrated H2SO4 and heated for 6 hours under reflux. 50 ml H2 0 are added and the pH adjusted to 6.8 with 50% NaOH at +5° C. Subsequently the methanol is removed by vacuum distillation, the mixture cooled to +5° C. and reacted with 10 g (120 mmol) NaHCO3 and 8.4 ml (72 mmol) benzoylchloride are added ... The reactants are CSC1=CC=C(C=O)C=C1 (4-(methylthio)benzaldehyde), C(#N)[BH3-].[Na+] (sodium cyanoborohydride), Cl (hydrochloric acid), NCCCCNCCCCCCCNCCCCN (1,6,14,19-tetraazanonadecane). The reagents and catalysts are CC1=C(C=C(C(=C1Br)O)Br)C2(C=3C=CC=CC3S(=O)(=O)O2)C=4C=C(C(=C(C4C)Br)O)Br (bromocresol green). Solvent: C(C)O (ethanol), CO (methanol), CO (methanol). Yields the product CSC1=CC=C(C=C1)CNCCCCNCCCCCCCNCCCCNCC1=CC=C(C=C1)SC (1,19-Bis[(4-methylmercaptophenyl)methyl]-1,6,14,19-tetraazanonadecane). RXN SMILES: N[CH2:2][CH2:3][CH2:4][CH2:5][NH:6][CH2:7][CH2:8][CH2:9][CH2:10][CH2:11][CH2:12][CH2:13][NH:14][CH2:15][CH2:16][CH2:17][CH2:18][NH2:19].[CH3:20][S:21][C:22]1[CH:29]=[CH:28][C:25]([CH:26]=O)=[CH:24][CH:23]=1.[C:30]([BH3-])#[N:31].[Na+].Cl>CO.CC1C(Br)=C(O)C(Br)=CC=1C1(C2C=C(Br)C(O)=C(Br)C=2C)OS(=O)(=O)C2C=CC=CC1=2.C(O)C>[CH3:20][S:21][C:22]1[CH:29]=[CH:28][C:25]([CH2:26][NH:19][CH2:18][CH2:17][CH2:16][CH2:15][NH:14][CH2:13][CH2:12][CH2:11][CH2:10][CH2:9][CH2:8][CH2:7][NH:6][CH2:5][CH2:4][CH2:3][CH2:2][NH:31][CH2:30][C:25]2[CH:28]=[CH:29][C:22]([S:21][CH3:20])=[CH:23][CH:24]=2)=[CH:24][CH:23]=1 |f:2.3|. Reported procedure: Dissolve 1,6,14,19-tetraazanonadecane (1.35 g, 0.005 mol) in methanol (distilled from Mg) (50 mL) and add 4-(methylthio)benzaldehyde (1.52 g, 0.01 mol), sodium cyanoborohydride (0.62 g, 0.010 mol) and 1 drop of 1% bromocresol green in ethanol. Maintain the pH of the reaction with 1N hydrochloric acid in methanol until the indicator no longer changes. Evaporate the solvent in vacuo and partition the residue between 1N sodium hydroxide (50 mL) and ethyl acetate (100 mL). Separate the organic phase... Reactants: NNCc1ccccc1, CC(C)O, S=C=Nc1ccccc1. Product: NN(Cc1ccccc1)C(=S)Nc1ccccc1. RXN SMILES: [CH2:1]([c:2]1[cH:3][cH:4][cH:5][cH:6][cH:7]1)[NH:8][NH2:9].[CH:19]([OH:20])([CH3:21])[CH3:22].[c:10]1([N:16]=[C:17]=[S:18])[cH:11][cH:12][cH:13][cH:14][cH:15]1>>[CH2:1]([c:2]1[cH:3][cH:4][cH:5][cH:6][cH:7]1)[N:8]([NH2:9])[C:17]([NH:16][c:10]1[cH:11][cH:12][cH:13][cH:14][cH:15]1)=[S:18]. Reaction SMILES: [CH:1]([Cl:3])=[CH2:2].[Cl:4][C:5]([Cl:11])(Cl)[P:6]([Cl:9])([Cl:8])=[O:7].[Cl-:12].C([NH+](CC)CC)C>C(#N)C.C1(C(C(C2C=CC=CC=2)O)=O)C=CC=CC=1>[Cl:4][C:5]([Cl:11])([P:6]([Cl:9])([Cl:8])=[O:7])[CH2:2][CH:1]([Cl:12])[Cl:3] |f:2.3|. Product: ClC(CC(Cl)Cl)(P(=O)(Cl)Cl)Cl (1,1,3,3-tetrachloropropane-1-phosphonic dichloride). Starting materials: C(=C)Cl (vinyl chloride), ClC(P(=O)(Cl)Cl)(Cl)Cl (trichloromethane phosphonic dichloride), ferric chloride hexahydrate, [Cl-].C(C)[NH+](CC)CC (triethylammonium chloride). Reagents/catalysts: C1(=CC=CC=C1)C(=O)C(O)C1=CC=CC=C1 (benzoin). Procedure: 6.25 g (0.1 mole) vinyl chloride, 23.6 g (0.1 mole) trichloromethane phosphonic dichloride, 540 mg (2 mmole) ferric chloride hexahydrate, 412 mg (3 mole) triethylammonium chloride, and 424 mg (2 mmole) benzoin were heated in 30 ml acetonitrile in an ampoule at 100° during 15 hours. After opening of the ampoule, and evaporating unconverted vinyl chloride, the reaction product was diluted with methylene chloride, washed twice with ice-cold 1N aqueous hydrochloric acid and dried on calcium chloride... The solvent is C(C)#N (acetonitrile). Yield: 27.8%.